Dataset: the Open Reaction Database (ORD), a public repository of structured organic reaction records. Task: describe an organic reaction: reactants, conditions, products, and yield Starting materials: [BH4-], CC(=O)Nc1ccc(SC#N)cc1[N+](=O)[O-], CN(C)C=O, COCCl, [Na+], O. Yields the product COCSc1ccc(NC(C)=O)c([N+](=O)[O-])c1. RXN SMILES: [BH4-:22].[C:1]([CH3:2])(=[O:3])[NH:4][c:5]1[c:6]([N+:14](=[O:15])[O-:16])[cH:7][c:8]([S:11][C:12]#[N:13])[cH:9][cH:10]1.[CH3:17][N:18]([CH:19]=[O:20])[CH3:21].[CH3:24][O:25][CH2:26][Cl:27].[Na+:23].[OH2:28]>>[C:1]([CH3:2])(=[O:3])[NH:4][c:5]1[c:6]([N+:14](=[O:15])[O-:16])[cH:7][c:8]([S:11][CH2:12][O:20][CH3:19])[cH:9][cH:10]1.